This data is from the Open Reaction Database (ORD), a public repository of structured organic reaction records. The task is: describe an organic reaction: reactants, conditions, products, and yield Reactants: C1(CC(C(CC1)C(C)C)C(=O)Cl)C (p-Menth-3-oyl chloride), NC(CO)(C)C (2-amino-2-methyl-propan-1-ol). Product: CC(CO)(C)NC(=O)C1CC(CCC1C(C)C)C (N-(1,1-dimethyl-2-hydroxyethyl)-p-menthane-3-carboxamide). Reaction SMILES: [CH:1]1([CH3:13])[CH2:6][CH2:5][CH:4]([CH:7]([CH3:9])[CH3:8])[CH:3]([C:10](Cl)=[O:11])[CH2:2]1.[NH2:14][C:15]([CH3:19])([CH3:18])[CH2:16][OH:17]>>[CH3:18][C:15]([NH:14][C:10]([CH:3]1[CH:4]([CH:7]([CH3:9])[CH3:8])[CH2:5][CH2:6][CH:1]([CH3:13])[CH2:2]1)=[O:11])([CH3:19])[CH2:16][OH:17]. Procedure details: p-Menth-3-oyl chloride (3.0 g.) was reacted with 2-amino-2-methyl-propan-1-ol (3.0 g.) according to the procedure of Example 3. Product N-(1,1-dimethyl-2-hydroxyethyl)-p-menthane-3-carboxamide was obtained as a crystalline solid which was recrystallised from aqueous methanol. M.p. 123°. As a reaction SMILES: [CH3:39][C:40](=[O:41])[CH3:42].[CH:24]1([NH3+:30])[CH2:25][CH2:26][CH2:27][CH2:28][CH2:29]1.[Cl:1][CH2:2][CH2:3][N:4]([P:5]1(=[O:13])[O:6][CH:7]([CH3:12])[CH2:8][CH:9]([OH:11])[NH:10]1)[CH2:14][CH2:15][Cl:16].[OH2:38].[OH:31][C:32]([C:33]([Cl:34])([Cl:35])[Cl:36])=[O:37].[SH:17][CH2:18][CH2:19][S:20](=[O:21])(=[O:22])[O-:23]>>[CH:24]1([NH3+:30])[CH2:25][CH2:26][CH2:27][CH2:28][CH2:29]1.[Cl:1][CH2:2][CH2:3][N:4]([P:5]1(=[O:13])[O:6][CH:7]([CH3:12])[CH2:8][CH:9]([S:17][CH2:18][CH2:19][S:20](=[O:21])(=[O:22])[OH:23])[NH:10]1)[CH2:14][CH2:15][Cl:16]. Yields the product [NH3+]C1CCCCC1, CC1CC(SCCS(=O)(=O)O)NP(=O)(N(CCCl)CCCl)O1. Starting materials: CC(C)=O, [NH3+]C1CCCCC1, CC1CC(O)NP(=O)(N(CCCl)CCCl)O1, O, O=C(O)C(Cl)(Cl)Cl, O=S(=O)([O-])CCS.